Task: describe an organic reaction: reactants, conditions, products, and yield. Dataset: the Open Reaction Database (ORD), a public repository of structured organic reaction records Reactants: C(C)(C)(C)ONC([C@@H]([C@@H](C)OCC=1C=NC=CC1)N(CC=1C=NC=CC1)S(=O)(=O)C1=CC=C(C=C1)OC)=O (N-(t-Butyloxy)-2(R)-[[4-methoxybenzenesulfonyl](3-picolyl)amino]-3(R)-(3-picolyloxy)butanamide), C(Cl)Cl (methylene chloride), C(C)O (ethanol). Run at temperature -10 celsius, time 2 day. Yields the product Cl.Cl.ONC([C@@H]([C@@H](C)OCC=1C=NC=CC1)N(CC=1C=NC=CC1)S(=O)(=O)C1=CC=C(C=C1)OC)=O (N-hydroxy-2(R)-[[4-methoxybenzenesulfonyl](3-picolyl)amino]-3(R)-(3-picolyloxy)-butanamide dihydrochloride). RXN SMILES: C([O:5][NH:6][C:7](=[O:38])[C@H:8]([N:19]([S:27]([C:30]1[CH:35]=[CH:34][C:33]([O:36][CH3:37])=[CH:32][CH:31]=1)(=[O:29])=[O:28])[CH2:20][C:21]1[CH:22]=[N:23][CH:24]=[CH:25][CH:26]=1)[C@H:9]([O:11][CH2:12][C:13]1[CH:14]=[N:15][CH:16]=[CH:17][CH:18]=1)[CH3:10])(C)(C)C.C(O)C.C(Cl)[Cl:43]>>[ClH:43].[ClH:43].[OH:5][NH:6][C:7](=[O:38])[C@H:8]([N:19]([S:27]([C:30]1[CH:31]=[CH:32][C:33]([O:36][CH3:37])=[CH:34][CH:35]=1)(=[O:29])=[O:28])[CH2:20][C:21]1[CH:22]=[N:23][CH:24]=[CH:25][CH:26]=1)[C@H:9]([O:11][CH2:12][C:13]1[CH:14]=[N:15][CH:16]=[CH:17][CH:18]=1)[CH3:10] |f:3.4.5|. Reported procedure: N-(t-Butyloxy)-2(R)-[[4-methoxybenzenesulfonyl](3-picolyl)amino]-3(R)-(3-picolyloxy)butanamide (1.3 g, 2.4 mmol) is dissolved in methylene chloride (50 mL) containing ethanol (0.14 mL, 2.4 mmol) in a round bottom flask, and the reaction is cooled to -10° C. Hydrochloric acid gas (from a lecture bottle) is bubbled through for 20 minutes. The reaction is sealed, allowed to slowly warm to room temperature, and stirred for two days. The solvent is reduced to 1/3 the volume by evaporation and the res... Starting materials: N(=[N+]=[N-])C1C(N(C2=C(CC1)C=CC(=C2)OC)CC(=O)O)=O (3-azido-1-carboxymethyl-8-methoxy-2,3,4,5-tetrahydro-1H-[1]-benzazepin-2-one), Cl (Hydrochloric acid). The reagents and catalysts are [Pd] (Pd-C). Solvent: C(C)O (ethanol), O (water). Reaction conditions: time 3 hour. Product: NC1C(N(C2=C(CC1)C=CC(=C2)OC)CC(=O)O)=O (3-amino-1-carboxymethyl-8-methoxy-2,3,4,5-tetrahydro-1H-[1]-benzazepin-2-one). As a reaction SMILES: [N:1]([CH:4]1[CH2:10][CH2:9][C:8]2[CH:11]=[CH:12][C:13]([O:15][CH3:16])=[CH:14][C:7]=2[N:6]([CH2:17][C:18]([OH:20])=[O:19])[C:5]1=[O:21])=[N+]=[N-].Cl>C(O)C.O.[Pd]>[NH2:1][CH:4]1[CH2:10][CH2:9][C:8]2[CH:11]=[CH:12][C:13]([O:15][CH3:16])=[CH:14][C:7]=2[N:6]([CH2:17][C:18]([OH:20])=[O:19])[C:5]1=[O:21]. Reported procedure: A solution of 3-azido-1-carboxymethyl-8-methoxy-2,3,4,5-tetrahydro-1H-[1]-benzazepin-2-one (11 g) in a mixture of ethanol (250 ml) and water (50 ml) was hydrogenated for 3 hours on a Parr shaker at 3 atmospheres pressure and room temperature using 10% Pd-C (0.5 g) as catalyst. 2N Hydrochloric acid (50 ml) was added, and the catalyst was filtered off. The solvent was removed at reduced pressure, and the residue dissolved in a mixture of water (50 ml) and ethanol (50 ml). Propylene oxide (25 ml) w...